Task: describe an organic reaction: reactants, conditions, products, and yield. Dataset: the Open Reaction Database (ORD), a public repository of structured organic reaction records Procedure details: To 0.19 g of methyl 1-(1,3-dioxolan-2-ylmethyl)-7-methoxy-2-oxo-1,2-dihydroquinoline-4-carboxylate, 2 mL of 90% aqueous trifluoroacetic acid solution was added and stirred for 14 hours. The solvent was removed under reduced pressure, and aqueous saturated sodium hydrogen carbonate solution and ethyl acetate were added. The organic layer was separated, and the aqueous layer was extracted with ethyl acetate. The organic layer and extracts were combined, washed with aqueous saturated sodium chlorid... Product: COC1=CC=C2C(=CC(N(C2=C1)CC=O)=O)C(=O)OC (methyl 7-methoxy-2-oxo-1-(2-oxoethyl)-1,2-dihydroquinoline-4-carboxylate). Reactants: O1C(OCC1)CN1C(C=C(C2=CC=C(C=C12)OC)C(=O)OC)=O (methyl 1-(1,3-dioxolan-2-ylmethyl)-7-methoxy-2-oxo-1,2-dihydroquinoline-4-carboxylate), FC(C(=O)O)(F)F (trifluoroacetic acid). The yield is 116.0%. Reaction conditions: time 14 hour. Reaction SMILES: [O:1]1CCO[CH:2]1[CH2:6][N:7]1[C:16]2[C:11](=[CH:12][CH:13]=[C:14]([O:17][CH3:18])[CH:15]=2)[C:10]([C:19]([O:21][CH3:22])=[O:20])=[CH:9][C:8]1=[O:23].FC(F)(F)C(O)=O>>[CH3:18][O:17][C:14]1[CH:15]=[C:16]2[C:11]([C:10]([C:19]([O:21][CH3:22])=[O:20])=[CH:9][C:8](=[O:23])[N:7]2[CH2:6][CH:2]=[O:1])=[CH:12][CH:13]=1. Reactants: C1(CCCCC1)N=C=NC1CCCCC1 (dicyclohexylcarbodiimide), N1=CC=CC=C1 (pyridine), FC(C(=O)O)(F)F (trifluoroacetic acid), C(C1=CC=CC=C1)N1C(SC[C@H]1CO)=O ((4R)-3-benzyl-4-hydroxymethylthiazolidin-2-one). Solvent: C(C)(=O)OCC (ethyl acetate), C(C)(=O)OCC (ethyl acetate), CS(=O)C (dimethylsulfoxide), C(C)(=O)OCC (ethyl acetate). Run at temperature 50 celsius, time 3 hour. The product is O=C1SC[C@H](N1CC1=CC=CC=C1)C=O ((4R)-2-oxo-3-benzylthiazolidin-4-carbaldehyde). RXN SMILES: [CH2:1]([N:8]1[C@H:12]([CH2:13][OH:14])[CH2:11][S:10][C:9]1=[O:15])[C:2]1[CH:7]=[CH:6][CH:5]=[CH:4][CH:3]=1.N1C=CC=CC=1.FC(F)(F)C(O)=O.C1(N=C=NC2CCCCC2)CCCCC1>CS(C)=O.C(OCC)(=O)C>[O:15]=[C:9]1[N:8]([CH2:1][C:2]2[CH:7]=[CH:6][CH:5]=[CH:4][CH:3]=2)[C@H:12]([CH:13]=[O:14])[CH2:11][S:10]1. Procedure details: In 45 ml of dimethylsulfoxide was dissolved 20 g of (4R)-3-benzyl-4-hydroxymethylthiazolidin-2-one under room temperature, 1.45 ml of pyridine, 1.38 ml of trifluoroacetic acid, and 30 ml of ethyl acetate were added to the solution in this order. At 25° C., 22.2 g of dicyclohexylcarbodiimide and 15 ml of ethyl acetate were added to the above mixture, and the resulting mixture was stirred at 50° C. for 3 hours. To the reaction mixture was added 100 ml of ethyl acetate, the mixture was stirred at 1... Starting materials: CCn1nc(C(N)=O)cc1C, O=P(Cl)(Cl)Cl. The product is CCn1nc(C#N)cc1C. As a reaction SMILES: [CH2:1]([CH3:2])[n:3]1[n:4][c:5]([C:9](=[O:10])[NH2:11])[cH:6][c:7]1[CH3:8].[P:12]([Cl:13])([Cl:14])([Cl:15])=[O:16]>>[CH2:1]([CH3:2])[n:3]1[n:4][c:5]([C:9]#[N:11])[cH:6][c:7]1[CH3:8].